This data is from the Open Reaction Database (ORD), a public repository of structured organic reaction records. The task is: describe an organic reaction: reactants, conditions, products, and yield The reactants are FC1=CC(=C(C=C1[N+](=O)[O-])O)C (4-fluoro-2-methyl-5-nitrophenol), C([O-])([O-])=O.[K+].[K+] (potassium carbonate), IC (iodomethane), O (water). Run in CN(C=O)C (N,N-dimethylformamide). Run at time 8 hour. The product is FC1=C(C=C(C(=C1)C)OC)[N+](=O)[O-] (1-Fluoro-4-methoxy-5-methyl-2-nitrobenzene). Yield: 81.3%. As a reaction SMILES: [F:1][C:2]1[C:7]([N+:8]([O-:10])=[O:9])=[CH:6][C:5]([OH:11])=[C:4]([CH3:12])[CH:3]=1.[C:13](=O)([O-])[O-].[K+].[K+].IC.O>CN(C)C=O>[F:1][C:2]1[CH:3]=[C:4]([CH3:12])[C:5]([O:11][CH3:13])=[CH:6][C:7]=1[N+:8]([O-:10])=[O:9] |f:1.2.3|. Procedure: To a solution of 4-fluoro-2-methyl-5-nitrophenol (0.5 g) in N,N-dimethylformamide (5 mL) were added potassium carbonate (0.44 g) and iodomethane (0.46 g), and this mixture was stirred at room temperature overnight. To this reaction mixture was added water and the precipitated solid was collected by filtration, and washed with water and n-hexane to give the title compound (0.44 g). Starting materials: FC1=C(C(=O)OCC)C=C(C(=C1F)F)F (ethyl 2,3,4,5-tetrafluorobenzoate), C(C)OC(=O)N(C)CC1CNCCO1 (2-(N-ethoxycarbonyl-N-methylaminomethyl)morpholine), C(O)([O-])=O.[Na+] (sodium hydrogen carbonate). The solvent is C(C)#N (acetonitrile). Yields the product C(C)OC(=O)N(C)CC1OCCN(C1)C1=C(C(=C(C(=O)OCC)C=C1F)F)F (ethyl 4-[2-(N-ethoxycarbonyl-N-methylaminomethyl)morpholino]-2,3,5-trifluorobenzoate). The yield is 71.8%. As a reaction SMILES: [F:1][C:2]1[C:12]([F:13])=[C:11](F)[C:10]([F:15])=[CH:9][C:3]=1[C:4]([O:6][CH2:7][CH3:8])=[O:5].[CH2:16]([O:18][C:19]([N:21]([CH2:23][CH:24]1[O:29][CH2:28][CH2:27][NH:26][CH2:25]1)[CH3:22])=[O:20])[CH3:17].C(=O)([O-])O.[Na+]>C(#N)C>[CH2:16]([O:18][C:19]([N:21]([CH2:23][CH:24]1[CH2:25][N:26]([C:11]2[C:10]([F:15])=[CH:9][C:3]([C:4]([O:6][CH2:7][CH3:8])=[O:5])=[C:2]([F:1])[C:12]=2[F:13])[CH2:27][CH2:28][O:29]1)[CH3:22])=[O:20])[CH3:17] |f:2.3|. Reported procedure: A suspension of 22.2 g of ethyl 2,3,4,5-tetrafluorobenzoate, 22.2 g of 2-(N-ethoxycarbonyl-N-methylaminomethyl)morpholine and 8.4 g of sodium hydrogen carbonate in 130 ml of acetonitrile is refluxed for 7 hours. The reaction mixture is concentrated under reduced pressure, to the obtained residue is added 100 ml of chloroform and the solution is washed with water. After drying over anhydrous magnesium sulfate, the chloroform is distilled off under reduced pressure and the residue is puiified by c... Reactants: CCOC(=O)CN(C(=O)c1ccc(OC(F)(F)F)cc1)C1CC1, C1CCOC1, ClCCl, O=C(O)c1cccnc1. The product is CCOC(=O)C(C(=O)c1cccnc1)N(C(=O)c1ccc(OC(F)(F)F)cc1)C1CC1. Reaction SMILES: [CH2:1]([CH3:2])[O:3][C:4]([CH2:5][N:6]([C:7]([c:8]1[cH:9][cH:10][c:11]([O:14][C:15]([F:16])([F:17])[F:18])[cH:12][cH:13]1)=[O:19])[CH:20]1[CH2:21][CH2:22]1)=[O:23].[CH2:33]1[O:34][CH2:35][CH2:36][CH2:37]1.[Cl:38][CH2:39][Cl:40].[OH:24][C:25](=[O:26])[c:27]1[cH:28][cH:29][cH:30][n:31][cH:32]1>>[CH2:1]([CH3:2])[O:3][C:4]([CH:5]([N:6]([C:7]([c:8]1[cH:9][cH:10][c:11]([O:14][C:15]([F:16])([F:17])[F:18])[cH:12][cH:13]1)=[O:19])[CH:20]1[CH2:21][CH2:22]1)[C:25](=[O:24])[c:27]1[cH:28][cH:29][cH:30][n:31][cH:32]1)=[O:23]. Reactants: CN(C)C=O, ClCc1ccc(Oc2ccccc2)nc1, [H-], [Na+], Nc1ccc(-c2cn[nH]c2)c(N)n1. Reaction SMILES: [CH3:31][N:32]([CH3:33])[CH:34]=[O:35].[Cl:16][CH2:17][c:18]1[cH:19][cH:20][c:21]([O:24][c:25]2[cH:26][cH:27][cH:28][cH:29][cH:30]2)[n:22][cH:23]1.[H-:14].[Na+:15].[nH:1]1[n:2][cH:3][c:4](-[c:6]2[c:7]([NH2:13])[n:8][c:9]([NH2:12])[cH:10][cH:11]2)[cH:5]1>>[n:1]1([CH2:17][c:18]2[cH:19][cH:20][c:21]([O:24][c:25]3[cH:26][cH:27][cH:28][cH:29][cH:30]3)[n:22][cH:23]2)[n:2][cH:3][c:4](-[c:6]2[c:7]([NH2:13])[n:8][c:9]([NH2:12])[cH:10][cH:11]2)[cH:5]1. Product: Nc1ccc(-c2cnn(Cc3ccc(Oc4ccccc4)nc3)c2)c(N)n1. The reactants are C(C)(C)(C)C1=NN2C(SC1)=NN=C2C2=C(C(=C(C=C2C)C)[N+](=O)[O-])C (6-t-butyl-3-(3-nitro-2,4,6-trimethylphenyl)-7H-1,2,4-triazolo-[3,4-b][1,3,4]thiadiazine), C(C)(=O)OC(C)=O (acetic anhydride), Cl (HCl), [PH2](=O)O (hypophosphorous acid). Product: C(C)(C)(C)C1=NN2C(NN=C2C2=C(C(=C(C=C2C)C)[N+](=O)[O-])C)=C1 (6-t-butyl-3-(3-nitro-2,4,6-trimethylphenyl)-1h-pyrazolo-[5,1-c]-1,2,4-triazole). RXN SMILES: [C:1]([C:5]1[CH2:10]S[C:8]2=[N:11][N:12]=[C:13]([C:14]3[C:19]([CH3:20])=[CH:18][C:17]([CH3:21])=[C:16]([N+:22]([O-:24])=[O:23])[C:15]=3[CH3:25])[N:7]2[N:6]=1)([CH3:4])([CH3:3])[CH3:2].C(OC(=O)C)(=O)C.Cl.[PH2](O)=O>>[C:1]([C:5]1[CH:10]=[C:8]2[NH:11][N:12]=[C:13]([C:14]3[C:19]([CH3:20])=[CH:18][C:17]([CH3:21])=[C:16]([N+:22]([O-:24])=[O:23])[C:15]=3[CH3:25])[N:7]2[N:6]=1)([CH3:4])([CH3:3])[CH3:2]. Procedure: Process of claim 2 wherein 6-t-butyl-3-(3-nitro-2,4,6-trimethylphenyl)-7H-1,2,4-triazolo-[3,4-b][1,3,4]thiadiazine is reacted with acetic anhydride and the acylated intermediate thereby produced is reacted with HCl in the presence of hypophosphorous acid to produce 6-t-butyl-3-(3-nitro-2,4,6-trimethylphenyl)-1h-pyrazolo-[5,1-c]-1,2,4-triazole. Run in C1(=CC=CC=C1)C (toluene). Procedure: In a 2 l three-necked flask there are introduced 308 g of 1-menthone (2 mol), 276 g of glycerol (3 mol) and 5 g of potassium hydrogen sulphate in toluene. This mixture is refluxed in a water separator. After 7 hours, 42 g of water have separated. The mixture is neutralised and distilled. As a reaction SMILES: [CH3:1][C@H:2]1[CH2:8][C:6](=[O:7])[C@H:5]([CH:9]([CH3:11])[CH3:10])[CH2:4][CH2:3]1.[OH:12][CH2:13][CH:14]([CH2:16]O)[OH:15].S([O-])(O)(=O)=O.[K+].O>C1(C)C=CC=CC=1>[CH3:1][C@H:2]1[CH2:8][C:6]2([O:15][CH:14]([CH2:13][OH:12])[CH2:16][O:7]2)[C@H:5]([CH:9]([CH3:11])[CH3:10])[CH2:4][CH2:3]1 |f:2.3|. Reaction conditions: time 7 hour. Starting materials: O (water), C[C@@H]1CC[C@H](C(=O)C1)C(C)C (1-menthone), OCC(O)CO (glycerol), S(=O)(=O)(O)[O-].[K+] (potassium hydrogen sulphate). Product: C[C@@H]1CC[C@H](C2(C1)OCC(O2)CO)C(C)C (1-Menthone glycerol ketal).